Task: describe an organic reaction: reactants, conditions, products, and yield. Dataset: the Open Reaction Database (ORD), a public repository of structured organic reaction records The reactants are Clc1c2ccccc2nc2ccccc12, Nc1cc(N)cc(CO)c1. Product: Nc1cc(CO)cc(Nc2c3ccccc3nc3ccccc23)c1. As a reaction SMILES: [Cl:1][c:2]1[c:3]2[cH:4][cH:5][cH:6][cH:7][c:8]2[n:9][c:10]2[cH:11][cH:12][cH:13][cH:14][c:15]12.[NH2:16][c:17]1[cH:18][c:19]([CH2:20][OH:21])[cH:22][c:23]([NH2:25])[cH:24]1>>[c:2]1([NH:16][c:17]2[cH:18][c:19]([CH2:20][OH:21])[cH:22][c:23]([NH2:25])[cH:24]2)[c:3]2[cH:4][cH:5][cH:6][cH:7][c:8]2[n:9][c:10]2[cH:11][cH:12][cH:13][cH:14][c:15]12.